This data is from the Open Reaction Database (ORD), a public repository of structured organic reaction records. The task is: describe an organic reaction: reactants, conditions, products, and yield The reactants are CCCCOCCOc1ccc(-c2ccc3c(c2)C=C(C(=O)Nc2ccc(SCc4cccnc4)c(C)c2)CCN3CC(C)C)cc1, ClCCl, O=C(OO)c1cccc(Cl)c1, [Na+], [Na+], O=S([O-])([O-])=S. The product is CCCCOCCOc1ccc(-c2ccc3c(c2)C=C(C(=O)Nc2ccc(S(=O)Cc4cccnc4)c(C)c2)CCN3CC(C)C)cc1. As a reaction SMILES: [CH2:1]([CH2:2][CH2:3][CH3:4])[O:5][CH2:6][CH2:7][O:8][c:9]1[cH:10][cH:11][c:12](-[c:15]2[cH:16][cH:17][c:18]3[c:19]([cH:47]2)[CH:20]=[C:21]([C:29](=[O:30])[NH:31][c:32]2[cH:33][c:34]([CH3:46])[c:35]([S:38][CH2:39][c:40]4[cH:41][n:42][cH:43][cH:44][cH:45]4)[cH:36][cH:37]2)[CH2:22][CH2:23][N:24]3[CH2:25][CH:26]([CH3:27])[CH3:28])[cH:13][cH:14]1.[CH2:66]([Cl:67])[Cl:68].[Cl:48][c:49]1[cH:50][cH:51][cH:52][c:53]([C:54]([O:55][OH:57])=[O:56])[cH:58]1.[Na+:64].[Na+:65].[S:59]([O-:60])([O-:61])(=[O:62])=[S:63]>>[CH2:1]([CH2:2][CH2:3][CH3:4])[O:5][CH2:6][CH2:7][O:8][c:9]1[cH:10][cH:11][c:12](-[c:15]2[cH:16][cH:17][c:18]3[c:19]([cH:47]2)[CH:20]=[C:21]([C:29](=[O:30])[NH:31][c:32]2[cH:33][c:34]([CH3:46])[c:35]([S:38]([CH2:39][c:40]4[cH:41][n:42][cH:43][cH:44][cH:45]4)=[O:56])[cH:36][cH:37]2)[CH2:22][CH2:23][N:24]3[CH2:25][CH:26]([CH3:27])[CH3:28])[cH:13][cH:14]1.